This data is from the Open Reaction Database (ORD), a public repository of structured organic reaction records. The task is: describe an organic reaction: reactants, conditions, products, and yield The reactants are [OH-].C[N+](C)(C)C (tetramethylammonium hydroxide), C(C(O)C)(=O)O (lactic acid). The product is C(C(O)C)(=O)[O-].C[N+](C)(C)C (Tetramethylammonium lactate). RXN SMILES: [OH-].[CH3:2][N+:3]([CH3:6])([CH3:5])[CH3:4].[C:7]([OH:12])(=[O:11])[CH:8]([CH3:10])[OH:9]>>[C:7]([O-:12])(=[O:11])[CH:8]([CH3:10])[OH:9].[CH3:2][N+:3]([CH3:6])([CH3:5])[CH3:4] |f:0.1,3.4|. Procedure details: Tetramethylammonium lactate dehydrate was prepared by the addition of tetramethylammonium hydroxide (25% in methanol) to an equivalent amount of lactic acid (85% aqueous solution) with cooling on ice followed by solvent removal and the addition of sufficient water to form the dehydrate. Reactants: CN(C)C=O, Cl, Cl, [H-], CI, CCCCN1CCC(CNC(=O)c2cc(Cl)c(N)[nH]c2=O)CC1, [Na+], O. The product is CCCCN1CCC(CNC(=O)c2cc(Cl)c(N)n(C)c2=O)CC1. RXN SMILES: [CH3:31][N:32]([CH3:33])[CH:34]=[O:35].[ClH:1].[ClH:2].[H-:26].[I:28][CH3:29].[NH2:3][c:4]1[c:5]([Cl:25])[cH:6][c:7]([C:11](=[O:12])[NH:13][CH2:14][CH:15]2[CH2:16][CH2:17][N:18]([CH2:21][CH2:22][CH2:23][CH3:24])[CH2:19][CH2:20]2)[c:8](=[O:10])[nH:9]1.[Na+:27].[OH2:30]>>[NH2:3][c:4]1[c:5]([Cl:25])[cH:6][c:7]([C:11](=[O:12])[NH:13][CH2:14][CH:15]2[CH2:16][CH2:17][N:18]([CH2:21][CH2:22][CH2:23][CH3:24])[CH2:19][CH2:20]2)[c:8](=[O:10])[n:9]1[CH3:29]. Starting materials: FC1=CC=C(CC2CCN(CC2)C(C(=O)O)=O)C=C1 ([4-(4-fluoro-benzyl)-piperidin-1-yl]-oxo-acetic acid), NC1=CC2=C(NC(O2)=O)C=C1 (6-amino-3H-benzoxazol-2-one). Solvent: C(C)OCC (diethylether). The product is FC1=CC=C(CC2CCN(CC2)C(C(=O)NC2=CC3=C(NC(O3)=O)C=C2)=O)C=C1 (2-[4-(4-Fluoro-benzyl)-piperidin-1-yl]-2-oxo-N-(2-oxo-2,3-dihydro-benzoxazol-6-yl)-acetamide). Reaction SMILES: [F:1][C:2]1[CH:19]=[CH:18][C:5]([CH2:6][CH:7]2[CH2:12][CH2:11][N:10]([C:13](=[O:17])[C:14]([OH:16])=O)[CH2:9][CH2:8]2)=[CH:4][CH:3]=1.[NH2:20][C:21]1[CH:30]=[CH:29][C:24]2[NH:25][C:26](=[O:28])[O:27][C:23]=2[CH:22]=1>C(OCC)C>[F:1][C:2]1[CH:3]=[CH:4][C:5]([CH2:6][CH:7]2[CH2:8][CH2:9][N:10]([C:13](=[O:17])[C:14]([NH:20][C:21]3[CH:30]=[CH:29][C:24]4[NH:25][C:26](=[O:28])[O:27][C:23]=4[CH:22]=3)=[O:16])[CH2:11][CH2:12]2)=[CH:18][CH:19]=1. Reported procedure: The title compound is prepared from [4-(4-fluoro-benzyl)-piperidin-1-yl]-oxo-acetic acid (Example 1b) and 6-amino-3H-benzoxazol-2-one [J. Chem. Soc.,321. (1938)] according to the method described in Example 1c. Melting Point: 224-227° C. (diethylether) Reactants: Cl.Cl.NC1=CC2=C(CCN(CC2)CCC)S1 (2-amino-6-propyl-5,6,7,8-tetrahydro-4H-thieno[2,3-d]azepine dihydrochloride), [S-]C#N.[K+] (potassium thiocyanate), BrBr (bromine). Yields the product Cl.Cl.NC=1SC2=C(SC=3CCN(CCC32)CCC)N1 (2-Amino-7-propyl-6,7,8,9-tetrahydro-5H-thiazolo[4',5':5,4]thieno[2,3-d]azepine dihydrochloride). RXN SMILES: [ClH:1].Cl.[NH2:3][C:4]1[S:16][C:7]2[CH2:8][CH2:9][N:10]([CH2:13][CH2:14][CH3:15])[CH2:11][CH2:12][C:6]=2[CH:5]=1.[S-:17][C:18]#[N:19].[K+].BrBr>>[ClH:1].[ClH:1].[NH2:19][C:18]1[S:17][C:5]2[C:6]3[CH2:12][CH2:11][N:10]([CH2:13][CH2:14][CH3:15])[CH2:9][CH2:8][C:7]=3[S:16][C:4]=2[N:3]=1 |f:0.1.2,3.4,6.7.8|. Procedure: This compound was prepared from 2-amino-6-propyl-5,6,7,8-tetrahydro-4H-thieno[2,3-d]azepine dihydrochloride, potassium thiocyanate and bromine analogous to Example 1. Reactants: O=C([O-])[O-], CCc1cccc(C)c1CCl, COCCOC, [I-], [K+], Cc1nc2c(N)cccn2c1C, [Na+], [Na+]. Product: CCc1cccc(C)c1CNc1cccn2c(C)c(C)nc12. Reaction SMILES: [C:26](=[O:27])([O-:28])[O-:29].[CH2:13]([CH3:14])[c:15]1[c:16]([CH2:17][Cl:18])[c:19]([CH3:23])[cH:20][cH:21][cH:22]1.[CH2:32]([CH2:33][O:34][CH3:35])[O:36][CH3:37].[I-:25].[K+:24].[NH2:1][c:2]1[c:3]2[n:4]([cH:5][cH:6][cH:7]1)[c:8]([CH3:12])[c:9]([CH3:11])[n:10]2.[Na+:30].[Na+:31]>>[NH:1]([c:2]1[c:3]2[n:4]([cH:5][cH:6][cH:7]1)[c:8]([CH3:12])[c:9]([CH3:11])[n:10]2)[CH2:17][c:16]1[c:15]([CH2:13][CH3:14])[cH:22][cH:21][cH:20][c:19]1[CH3:23].